This data is from the Open Reaction Database (ORD), a public repository of structured organic reaction records. The task is: describe an organic reaction: reactants, conditions, products, and yield The reactants are CON(C(=O)C1=C(N=C(O1)C)C)C (N-methoxy-N-methyl-2,4-dimethyl-5-oxazolecarboxamide), CC(C)[Mg]Cl (2-propyl magnesium chloride). Product: CC(C)C(=O)C1=C(N=C(O1)C)C (2,4-Dimethyl-5-oxazolyl 2-Propyl Ketone). Reaction SMILES: CON(C)[C:4]([C:6]1[O:10][C:9]([CH3:11])=[N:8][C:7]=1[CH3:12])=[O:5].[CH3:14][CH:15]([Mg]Cl)[CH3:16]>>[CH3:14][CH:15]([C:4]([C:6]1[O:10][C:9]([CH3:11])=[N:8][C:7]=1[CH3:12])=[O:5])[CH3:16]. Procedure: Starting with N-methoxy-N-methyl-2,4-dimethyl-5-oxazolecarboxamide and 2-propyl magnesium chloride and following the general method of Preparation 3, the title compound was obtained.